This data is from the Open Reaction Database (ORD), a public repository of structured organic reaction records. The task is: describe an organic reaction: reactants, conditions, products, and yield The reactants are ice, [H-].[Al+3].[Li+].[H-].[H-].[H-] (lithium aluminium hydride), C(C)OC(=O)C1=C(N=C(O1)CCC1=CC=C(C=C1)C(F)(F)F)C (4-Methyl-2-[2-(4-trifluoromethyl-phenyl)-ethyl]-oxazole-5-carboxylic acid ethyl ester), C(C)(=O)OCC (ethyl acetate), [NH4+].[Cl-] (NH4Cl). Run in O1CCCC1 (tetrahydrofuran), O1CCCC1 (tetrahydrofuran). Reaction conditions: temperature 0 celsius, time 1 hour. The product is CC=1N=C(OC1CO)CCC1=CC=C(C=C1)C(F)(F)F ({4-methyl-2-[2-(4-trifluoromethyl-phenyl)-ethyl]-oxazol-5-yl}-methanol). Yield: 49.7%. RXN SMILES: C([O:3][C:4]([C:6]1[O:10][C:9]([CH2:11][CH2:12][C:13]2[CH:18]=[CH:17][C:16]([C:19]([F:22])([F:21])[F:20])=[CH:15][CH:14]=2)=[N:8][C:7]=1[CH3:23])=O)C.[H-].[Al+3].[Li+].[H-].[H-].[H-].C(OCC)(=O)C.[NH4+].[Cl-]>O1CCCC1>[CH3:23][C:7]1[N:8]=[C:9]([CH2:11][CH2:12][C:13]2[CH:18]=[CH:17][C:16]([C:19]([F:22])([F:20])[F:21])=[CH:15][CH:14]=2)[O:10][C:6]=1[CH2:4][OH:3] |f:1.2.3.4.5.6,8.9|. Procedure: 9.70 g 4-Methyl-2-[2-(4-trifluoromethyl-phenyl)-ethyl]-oxazole-5-carboxylic acid ethyl ester were dissolved in 20 ml tetrahydrofuran and added to a ice cooled solution of 1.13 g lithium aluminium hydride in 10 ml tetrahydrofuran. The reaction mixture was stirred at 0° C. for one hour. Then 100 ml ethyl acetate and 50 ml saturated NH4Cl solution were added. The precipitate was filtered off through a celite pad and washed with ethyl acetate. The organic layer of the filtrate was separated. The aqu... The reactants are O=C([O-])[O-], CC#N, ClCCCCI, [Cs+], [Cs+], Oc1ccc(I)cc1. The product is ClCCCCOc1ccc(I)cc1. Reaction SMILES: [C:9](=[O:10])([O-:11])[O-:12].[CH3:21][C:22]#[N:23].[Cl:15][CH2:16][CH2:17][CH2:18][CH2:19][I:20].[Cs+:13].[Cs+:14].[OH:1][c:2]1[cH:3][cH:4][c:5]([I:6])[cH:7][cH:8]1>>[O:1]([c:2]1[cH:3][cH:4][c:5]([I:6])[cH:7][cH:8]1)[CH2:19][CH2:18][CH2:17][CH2:16][Cl:15].